This data is from the Open Reaction Database (ORD), a public repository of structured organic reaction records. The task is: describe an organic reaction: reactants, conditions, products, and yield Reactants: FC1=C(C=CC(=C1C(=O)C=1C=C2N=CC=NC2=CC1)F)NC(OC(C)(C)C)=O (tert-butyl (2,4-difluoro-3-(quinoxaline-6-carbonyl)phenyl)carbamate). Solvent: CO (MeOH). The product is NC=1C(=C(C(=CC1)F)C(=O)C=1C=C2N=CC=NC2=CC1)F ((3-amino-2,6-difluorophenyl) (quinoxalin-6-yl)methanone). RXN SMILES: [F:1][C:2]1[C:7]([C:8]([C:10]2[CH:11]=[C:12]3[C:17](=[CH:18][CH:19]=2)[N:16]=[CH:15][CH:14]=[N:13]3)=[O:9])=[C:6]([F:20])[CH:5]=[CH:4][C:3]=1[NH:21]C(=O)OC(C)(C)C>CO>[NH2:21][C:3]1[C:2]([F:1])=[C:7]([C:8]([C:10]2[CH:11]=[C:12]3[C:17](=[CH:18][CH:19]=2)[N:16]=[CH:15][CH:14]=[N:13]3)=[O:9])[C:6]([F:20])=[CH:5][CH:4]=1. Procedure: A solution of tert-butyl (2,4-difluoro-3-(quinoxaline-6-carbonyl)phenyl)carbamate (600 mg, 1.56 mmol, 1 eq.) in HO/MeOH (6 N, 50 mL) was stirred at rt for 3 h, then concentrated to provide crude (3-amino-2,6-difluorophenyl) (quinoxalin-6-yl)methanone which was used in the next step without further purification. Starting materials: CCO, COC(=O)c1ccc(C)cc1OS(=O)(=O)C(F)(F)F, Cc1ccccc1, CCOC(C)=O, [Cl-], [Li+], [Na+], [Na+], O=C([O-])[O-], OB(O)c1ccc(F)cc1, [Pd], c1ccc(P(c2ccccc2)c2ccccc2)cc1, c1ccc(P(c2ccccc2)c2ccccc2)cc1, c1ccc(P(c2ccccc2)c2ccccc2)cc1, c1ccc(P(c2ccccc2)c2ccccc2)cc1. Product: COC(=O)c1ccc(C)cc1-c1ccc(F)cc1. RXN SMILES: [CH3:128][CH2:129][OH:130].[CH3:1][c:2]1[cH:3][c:4]([O:12][S:13]([C:14]([F:15])([F:16])[F:17])(=[O:18])=[O:19])[c:5]([C:6](=[O:7])[O:8][CH3:9])[cH:10][cH:11]1.[CH3:38][c:39]1[cH:40][cH:41][cH:42][cH:43][cH:44]1.[CH3:45][CH2:46][O:47][C:48](=[O:49])[CH3:50].[Cl-:37].[Li+:36].[Na+:20].[Na+:21].[O-:22][C:23](=[O:24])[O-:25].[OH:26][B:27]([OH:28])[c:29]1[cH:30][cH:31][c:32]([F:33])[cH:34][cH:35]1.[Pd:51].[c:109]1([P:110]([c:111]2[cH:112][cH:113][cH:114][cH:115][cH:116]2)[c:117]2[cH:118][cH:119][cH:120][cH:121][cH:122]2)[cH:123][cH:124][cH:125][cH:126][cH:127]1.[c:52]1([P:53]([c:54]2[cH:55][cH:56][cH:57][cH:58][cH:59]2)[c:60]2[cH:61][cH:62][cH:63][cH:64][cH:65]2)[cH:66][cH:67][cH:68][cH:69][cH:70]1.[c:71]1([P:72]([c:73]2[cH:74][cH:75][cH:76][cH:77][cH:78]2)[c:79]2[cH:80][cH:81][cH:82][cH:83][cH:84]2)[cH:85][cH:86][cH:87][cH:88][cH:89]1.[c:90]1([P:91]([c:92]2[cH:93][cH:94][cH:95][cH:96][cH:97]2)[c:98]2[cH:99][cH:100][cH:101][cH:102][cH:103]2)[cH:104][cH:105][cH:106][cH:107][cH:108]1>>[CH3:1][c:2]1[cH:3][c:4](-[c:29]2[cH:30][cH:31][c:32]([F:33])[cH:34][cH:35]2)[c:5]([C:6](=[O:7])[O:8][CH3:9])[cH:10][cH:11]1. Reactants: ClC1=NC(=CC(=N1)C(=O)Cl)C (2-chloro-6-methylpyrimidine-4-carbonyl chloride), [H-].[Na+] (sodium hydride), FC(C1=C(CS(=O)(=O)N)C=CC=C1)(F)F (2-trifluoromethylbenzylsulfonamide), [H][H] (hydrogen). The solvent is C(OC)COC (dimethoxyethane), C(OC)COC (dimethoxyethane). Yields the product FC(C1=C(CS(=O)(=O)NC(=O)C2=NC(=NC(=C2)C)Cl)C=CC=C1)(F)F (2-trifluoromethyl-N-[(2-chloro-6-methylpyrimidin-4-yl)carbonyl]benzylsulfonamide). Isolated yield 35.4%. Reaction SMILES: [H-].[Na+].[F:3][C:4]([F:17])([F:16])[C:5]1[CH:15]=[CH:14][CH:13]=[CH:12][C:6]=1[CH2:7][S:8]([NH2:11])(=[O:10])=[O:9].[H][H].[Cl:20][C:21]1[N:26]=[C:25]([C:27](Cl)=[O:28])[CH:24]=[C:23]([CH3:30])[N:22]=1>C(COC)OC>[F:17][C:4]([F:16])([F:3])[C:5]1[CH:15]=[CH:14][CH:13]=[CH:12][C:6]=1[CH2:7][S:8]([NH:11][C:27]([C:25]1[CH:24]=[C:23]([CH3:30])[N:22]=[C:21]([Cl:20])[N:26]=1)=[O:28])(=[O:9])=[O:10] |f:0.1|. Procedure details: 0.44 g of sodium hydride suspension (60% strength in mineral oil) is added to a stirred solution of 2.4 g of 2-trifluoromethylbenzylsulfonamide in 40 ml of dimethoxyethane and stirring is continued until the evolution of hydrogen is complete. A solution of 2-chloro-6-methylpyrimidine-4-carbonyl chloride (from 2.1 g of carboxylic acid, 20 ml of dioxane, [lacuna] drops of dimethylformamide and 2.1 g of thionyl chloride) in 20 ml of dimethoxyethane is rapidly added dropwise to this. The mixture is ... Reactants: CC(C)([O-])C.[K+] (Potassium t-butoxide), [NH4+].[Cl-] (NH4Cl), N1=CC(=CC2=CC=CC=C12)C#CCO (3-(3-quinolyl)-2-propyn-1-ol), C1(CCCCC1)N(C(=O)Cl)C1CCCCC1 (dicyclohexylcarbamoyl chloride). Solvent: C1CCOC1 (THF), CC(C)(C)OC (MTBE). Run at temperature 0 celsius, time 2 hour. Product: C1(CCCCC1)N(C(=O)OCC#CC=1C=NC2=CC=CC=C2C1)C1CCCCC1 (3-(3-Quinolyl)-2-Propyn-1-ol Dicyclohexyl Carbamate). As a reaction SMILES: [N:1]1[C:10]2[C:5](=[CH:6][CH:7]=[CH:8][CH:9]=2)[CH:4]=[C:3]([C:11]#[C:12][CH2:13][OH:14])[CH:2]=1.CC(C)([O-])C.[K+].[CH:21]1([N:27]([CH:31]2[CH2:36][CH2:35][CH2:34][CH2:33][CH2:32]2)[C:28](Cl)=[O:29])[CH2:26][CH2:25][CH2:24][CH2:23][CH2:22]1.[NH4+].[Cl-]>C1COCC1.CC(OC)(C)C>[CH:21]1([N:27]([CH:31]2[CH2:36][CH2:35][CH2:34][CH2:33][CH2:32]2)[C:28]([O:14][CH2:13][C:12]#[C:11][C:3]2[CH:2]=[N:1][C:10]3[C:5]([CH:4]=2)=[CH:6][CH:7]=[CH:8][CH:9]=3)=[O:29])[CH2:22][CH2:23][CH2:24][CH2:25][CH2:26]1 |f:1.2,4.5|. Procedure: To a dry three-necked round-bottom flask equipped with nitrogen inlet and overhead stirrer was charged 3-(3-quinolyl)-2-propyn-1-ol (1 g, 5.4 mmol) in THF (10 ml) and the solution was cooled to 0° C. Potassium t-butoxide (0.67 g, 5.9 mmol) was then added followed by dicyclohexylcarbamoyl chloride (1.32 g, 5.4 mmol). The mixture was stirred for 2 hours at 0° C. and then allowed to warm up to room temperature over a period of 6 hours by which time the reaction was determined to be complete. The re... The reactants are CC(CC(O)C(Cc1ccccc1)NC(=O)c1cc(-c2ccccc2)cc(N2CCCC2=O)c1)C(=O)NCCC(C)(C)C, COc1cc(C(=O)O)cc(N2CCCC2=O)n1, CC(CC(O)C(N)Cc1ccccc1)C(=O)NC1CC2CCC1C2. Yields the product COc1cc(C(=O)NC(Cc2ccccc2)C(O)CC(C)C(=O)NC2CC3CCC2C3)cc(N2CCCC2=O)n1. RXN SMILES: [CH2:1]([CH:2]([NH:3][C:4](=[O:5])[c:6]1[cH:7][c:8](-[c:9]2[cH:10][cH:11][cH:12][cH:13][cH:14]2)[cH:15][c:16]([N:17]2[CH2:18][CH2:19][CH2:20][C:21]2=[O:22])[cH:23]1)[CH:24]([OH:25])[CH2:26][CH:27]([C:28](=[O:29])[NH:30][CH2:31][CH2:32][C:33]([CH3:34])([CH3:35])[CH3:36])[CH3:37])[c:38]1[cH:39][cH:40][cH:41][cH:42][cH:43]1.[CH3:44][O:45][c:46]1[n:47][c:48]([N:55]2[C:56](=[O:60])[CH2:57][CH2:58][CH2:59]2)[cH:49][c:50]([C:52](=[O:53])[OH:54])[cH:51]1.[CH:61]12[CH:62]([NH:68][C:69]([CH:70]([CH2:71][CH:72]([CH:73]([CH2:74][c:75]3[cH:76][cH:77][cH:78][cH:79][cH:80]3)[NH2:81])[OH:82])[CH3:83])=[O:84])[CH2:63][CH:64]([CH2:65][CH2:66]1)[CH2:67]2>>[CH3:44][O:45][c:46]1[n:47][c:48]([N:55]2[C:56](=[O:60])[CH2:57][CH2:58][CH2:59]2)[cH:49][c:50]([C:52](=[O:54])[NH:81][CH:73]([CH:72]([CH2:71][CH:70]([C:69]([NH:68][CH:62]2[CH:61]3[CH2:66][CH2:65][CH:64]([CH2:63]2)[CH2:67]3)=[O:84])[CH3:83])[OH:82])[CH2:74][c:75]2[cH:76][cH:77][cH:78][cH:79][cH:80]2)[cH:51]1. The reactants are Cl.C(C)N=C=NCCCN(C)C (1-ethyl-3-[3-(dimethylamino)propyl]-carbodiimide hydrochloride), C(#N)C=1C=CC(=NC1)OCC1C(C(N(C1)C1C2CC(CC1CCC2)C(=O)O)=O)(C)C (9-[4-(5-Cyano-pyridin-2-yloxymethyl)-3,3-dimethyl-2-oxo-pyrrolidin-1-yl]-bicyclo[3.3.1]nonane-3-carboxylic acid), O.ON1N=NC2=C1C=CC=C2 (1-hydroxybenzotriazole hydrate), C(C)(C)N(CC)C(C)C (diisopropylethyl amine), N (ammonia). The solvent is ClCCl (dichloromethane), ClCCl (dichloromethane). Run at time 1 hour. Product: C(#N)C=1C=CC(=NC1)OCC1C(C(N(C1)C1C2CC(CC1CCC2)C(=O)N)=O)(C)C (9-(4-{[(5-cyanopyridin-2-yl)oxy]methyl}-3,3-dimethyl-2-oxopyrrolidin-1-yl)bicyclo[3.3.1]nonane-3-carboxamide). As a reaction SMILES: Cl.C([N:4]=C=NCCCN(C)C)C.[C:13]([C:15]1[CH:16]=[CH:17][C:18]([O:21][CH2:22][CH:23]2[CH2:27][N:26]([CH:28]3[CH:33]4[CH2:34][CH2:35][CH2:36][CH:29]3[CH2:30][CH:31]([C:37]([OH:39])=O)[CH2:32]4)[C:25](=[O:40])[C:24]2([CH3:42])[CH3:41])=[N:19][CH:20]=1)#[N:14].O.ON1C2C=CC=CC=2N=N1.C(N(C(C)C)CC)(C)C.N>ClCCl>[C:13]([C:15]1[CH:16]=[CH:17][C:18]([O:21][CH2:22][CH:23]2[CH2:27][N:26]([CH:28]3[CH:29]4[CH2:36][CH2:35][CH2:34][CH:33]3[CH2:32][CH:31]([C:37]([NH2:4])=[O:39])[CH2:30]4)[C:25](=[O:40])[C:24]2([CH3:41])[CH3:42])=[N:19][CH:20]=1)#[N:14] |f:0.1,3.4|. Procedure: 1-ethyl-3-[3-(dimethylamino)propyl]-carbodiimide hydrochloride (0.35 g, 1.81 mmol) was added in one portion to a stirred solution of the product of Example 7F (0.50 g, 1.21 mmol), 1-hydroxybenzotriazole hydrate (0.32 g, 2.42 mmol), and diisopropylethyl amine (0.63 mL, 3.63 mmol) in dry dichloromethane (7 mL). The resulting solution was stirred at room temperature for two hours before ammonia solution (2.5 mL, 2 M in isopropanol, 4.8 mmol) was added. The resulting white suspension was stirred for... Reactants: C1CCOC1, CCOC(=O)CCc1c(C)cc(C#N)cc1CC, [Na+], [OH-], O. Product: CCc1cc(C#N)cc(C)c1CCC(=O)O. Reaction SMILES: [CH2:19]1[O:20][CH2:21][CH2:22][CH2:23]1.[CH2:1]([CH3:2])[O:3][C:4]([CH2:5][CH2:6][c:7]1[c:8]([CH2:16][CH3:17])[cH:9][c:10]([C:14]#[N:15])[cH:11][c:12]1[CH3:13])=[O:18].[Na+:25].[OH-:24].[OH2:26]>>[O:3]=[C:4]([CH2:5][CH2:6][c:7]1[c:8]([CH2:16][CH3:17])[cH:9][c:10]([C:14]#[N:15])[cH:11][c:12]1[CH3:13])[OH:18].